Dataset: the Open Reaction Database (ORD), a public repository of structured organic reaction records. Task: describe an organic reaction: reactants, conditions, products, and yield The reactants are CCOC(C)=O, CCO, Cl, CC(C)(C)OC(=O)NCc1cc(-c2ccccc2)n(S(=O)(=O)c2cccc(C(C)(C)O)c2)c1. Yields the product CNCc1cc(-c2ccccc2)n(S(=O)(=O)c2cccc(C(C)(C)O)c2)c1. As a reaction SMILES: [C:34]([O:35][CH2:36][CH3:37])(=[O:38])[CH3:39].[CH3:41][CH2:42][OH:43].[ClH:40].[c:1]1(-[c:7]2[cH:8][c:9]([CH2:25][NH:26][C:27](=[O:28])[O:29][C:30]([CH3:31])([CH3:32])[CH3:33])[cH:10][n:11]2[S:12](=[O:13])(=[O:14])[c:15]2[cH:16][c:17]([C:21]([CH3:22])([OH:23])[CH3:24])[cH:18][cH:19][cH:20]2)[cH:2][cH:3][cH:4][cH:5][cH:6]1>>[c:1]1(-[c:7]2[cH:8][c:9]([CH2:25][NH:26][CH3:27])[cH:10][n:11]2[S:12](=[O:13])(=[O:14])[c:15]2[cH:16][c:17]([C:21]([CH3:22])([OH:23])[CH3:24])[cH:18][cH:19][cH:20]2)[cH:2][cH:3][cH:4][cH:5][cH:6]1. Reactants: CC(C)(C)OC(=O)NC(CCCCNC(=O)OCC1c2ccccc2-c2ccccc21)C(=O)O, ClCCl, O=C(O)C(F)(F)F, O=[N+]([O-])c1ccc(S(=O)(=O)Cl)cc1, O=C([O-])C(F)(F)F. Yields the product O=C(NCCCCC(NS(=O)(=O)c1ccc([N+](=O)[O-])cc1)C(=O)O)OCC1c2ccccc2-c2ccccc21. Reaction SMILES: [C:1]([O:2][C:3](=[O:4])[NH:8][CH:9]([CH2:10][CH2:11][CH2:12][CH2:13][NH:14][C:15](=[O:16])[O:17][CH2:18][CH:19]1[c:20]2[cH:21][cH:22][cH:23][cH:24][c:25]2-[c:26]2[cH:27][cH:28][cH:29][cH:30][c:31]21)[C:32](=[O:33])[OH:34])([CH3:5])([CH3:6])[CH3:7].[Cl:42][CH2:43][Cl:44].[F:35][C:36]([F:37])([F:38])[C:39]([OH:40])=[O:41].[N+:52](=[O:53])([O-:54])[c:55]1[cH:56][cH:57][c:58]([S:61](=[O:62])(=[O:63])[Cl:64])[cH:59][cH:60]1.[O-:45][C:46]([C:47]([F:48])([F:49])[F:50])=[O:51]>>[NH:8]([CH:9]([CH2:10][CH2:11][CH2:12][CH2:13][NH:14][C:15](=[O:16])[O:17][CH2:18][CH:19]1[c:20]2[cH:21][cH:22][cH:23][cH:24][c:25]2-[c:26]2[cH:27][cH:28][cH:29][cH:30][c:31]21)[C:32](=[O:33])[OH:34])[S:61]([c:58]1[cH:57][cH:56][c:55]([N+:52](=[O:53])[O-:54])[cH:60][cH:59]1)(=[O:62])=[O:63]. The reactants are N([C@H](CC1=CC=CC=C1)C(=O)O)C(=O)OC(C)(C)C (Boc-D-Phe-OH), CS(=O)(=O)N (methanesulfonamide), WSCD·HCl. Solvent: CN(C)C=O (DMF). Product: N([C@H](CC1=CC=CC=C1)C(=O)O)C(=O)OC(C)(C)C.CS(=O)(=O)N (Boc-D-Phe methanesulfonamide). Isolated yield 77.3%. Reaction SMILES: [NH:1]([C:13]([O:15][C:16]([CH3:19])([CH3:18])[CH3:17])=[O:14])[C@@H:2]([C:10]([OH:12])=[O:11])[CH2:3][C:4]1[CH:9]=[CH:8][CH:7]=[CH:6][CH:5]=1.[CH3:20][S:21]([NH2:24])(=[O:23])=[O:22]>CN(C=O)C>[NH:1]([C:13]([O:15][C:16]([CH3:19])([CH3:18])[CH3:17])=[O:14])[C@@H:2]([C:10]([OH:12])=[O:11])[CH2:3][C:4]1[CH:9]=[CH:8][CH:7]=[CH:6][CH:5]=1.[CH3:20][S:21]([NH2:24])(=[O:23])=[O:22] |f:3.4|. Reported procedure: Boc-D-Phe-OH (0.20 g), methanesulfonamide (79 mg) DMAP (0.11 g), WSCD·HCl (0.17 g) and DMF (4 ml) were reacted in a similar manner to that of Preparation 1-1) to give Boc-D-Phe-methanesulfonamide (0.21 g). Starting materials: C(C1=CC=CC=C1)OC(=O)NC(C(C(CNC(=O)OC(C)(C)C)(F)F)O)CC1=CC=CC=C1 (N4 -benzyloxycarbonyl-N1 -tert-butoxycarbonyl-2,2-difluoro-3-hydroxy-5-phenyl-1,4-pentanediamine), [H][H] (hydrogen). The reagents and catalysts are [Pd] (Palladium on charcoal). Run in C(C)O (ethanol). The product is C(C)(C)(C)OC(=O)NCC(C(C(CC1=CC=CC=C1)N)O)(F)F (N1 -tert Butoxycarbonyl-2,2-difluoro-3-hydroxy-5-phenyl-1,4-pentanediamine). Isolated yield 9.1%. As a reaction SMILES: C(OC([NH:11][CH:12]([CH2:27][C:28]1[CH:33]=[CH:32][CH:31]=[CH:30][CH:29]=1)[CH:13]([OH:26])[C:14]([F:25])([F:24])[CH2:15][NH:16][C:17]([O:19][C:20]([CH3:23])([CH3:22])[CH3:21])=[O:18])=O)C1C=CC=CC=1.[H][H]>C(O)C.[Pd]>[C:20]([O:19][C:17]([NH:16][CH2:15][C:14]([F:24])([F:25])[CH:13]([OH:26])[CH:12]([NH2:11])[CH2:27][C:28]1[CH:29]=[CH:30][CH:31]=[CH:32][CH:33]=1)=[O:18])([CH3:23])([CH3:21])[CH3:22]. Procedure: A solution of N4 -benzyloxycarbonyl-N1 -tert-butoxycarbonyl-2,2-difluoro-3-hydroxy-5-phenyl-1,4-pentanediamine (0.464 g, 1 mmol) in ethanol (20 mL) was stirred at room temperature in the presence of 10% Palladium on charcoal (0.020 g) under a hydrogen atmosphere for 5 hours. The hydrogen atmosphere was then replaced by a nitrogen atmosphere and the catalyst was filtered. The solvent was removed in vacuo leaving 0.030 g of the expected product (98% yield). Starting materials: 2-methyl-1-[4-(methyl thio)-phenyl]-2-morpholinopropanone-1, 4-(2-hydroxyethoxy)phenyl-2(2-hydroxy-2-propyl)-ketone, C(C)OC(C(=O)C1=CC=CC=C1)(C1=CC=CC=C1)OCC (diethoxyphenyl acetophenone), C(C)(C)C1=CC=C(C=C1)C(C(C)(C)O)=O (1-(4-isopropylphenyl)-2-hydroxy-2-methylpropan-1-one), C(CCCCCCCCCCC)C1=CC=C(C=C1)C(C(C)(C)O)=O (1-(4-dodecyl-phenyl)-2-hydroxy-2-methylpropan-1-one), COC1=C(C(=O)P(CC(CC(C)(C)C)C)=O)C(=CC=C1)OC ((2,6-dimethoxy benzoyl)-2,4,4 trimethylpentylphosphineoxide), OC(C(=O)C1=CC=CC=C1)(C)C (2-hydroxy-2-methyl-1-phenyl-propane-1-one). Yields the product COC(C(=O)C1=CC=CC=C1)(C1=CC=CC=C1)OC (dimethoxyphenylacetophenone). As a reaction SMILES: C(C1C=CC(C(=O)C(O)(C)C)=CC=1)(C)C.C(C1C=CC(C(=O)C(O)(C)C)=CC=1)CCCCCCCCCCC.[CH2:40]([O:42][C:43]([O:58][CH2:59]C)([C:52]1[CH:57]=[CH:56][CH:55]=[CH:54][CH:53]=1)[C:44]([C:46]1[CH:51]=[CH:50][CH:49]=[CH:48][CH:47]=1)=[O:45])C.COC1C=CC=C(OC)C=1C(P(=O)CC(C)CC(C)(C)C)=O.OC(C)(C)C(C1C=CC=CC=1)=O>>[CH3:59][O:58][C:43]([O:42][CH3:40])([C:52]1[CH:57]=[CH:56][CH:55]=[CH:54][CH:53]=1)[C:44]([C:46]1[CH:51]=[CH:50][CH:49]=[CH:48][CH:47]=1)=[O:45]. Reported procedure: 2-methyl-1-[4-(methyl thio)-phenyl]-2-morpholinopropanone-1; 1-(4-isopropylphenyl)-2-hydroxy-2-methylpropan-1-one; 1-(4-dodecyl-phenyl)-2-hydroxy-2-methylpropan-1-one; 4-(2-hydroxyethoxy)phenyl-2(2-hydroxy-2-propyl)-ketone; diethoxyphenyl acetophenone; 2,4,6 trimethylbenzoyl diphenylphosphone, a mixture of (2,6-dimethoxy benzoyl)-2,4,4 trimethylpentylphosphineoxide and 2-hydroxy-2-methyl-1-phenyl-propane-1-one, and mixtures thereof.